This data is from the Open Reaction Database (ORD), a public repository of structured organic reaction records. The task is: describe an organic reaction: reactants, conditions, products, and yield Starting materials: C(CCC(=O)OC)(=O)OC (dimethyl succinate), [Na] (Sodium), C(C)O (ethanol), ClC=1C=C(C(=O)OC)C=CC1 (methyl 3-chlorobenzoate), C(CCC(=O)OC)(=O)OC (dimethyl succinate). Run in CCOCC (ether). Yields the product ClC=1C=C(C(=O)CCC(=O)O)C=CC1 (3-(3-chlorobenzoyl)propionic acid). RXN SMILES: [Na].C(O)C.[Cl:5][C:6]1[CH:7]=[C:8]([CH:13]=[CH:14][CH:15]=1)[C:9]([O:11]C)=O.C(OC)(=O)[CH2:17][CH2:18][C:19]([O:21]C)=[O:20]>CCOCC>[Cl:5][C:6]1[CH:7]=[C:8]([CH:13]=[CH:14][CH:15]=1)[C:9]([CH2:17][CH2:18][C:19]([OH:21])=[O:20])=[O:11] |^1:0|. Reported procedure: Sodium (11 g, spheres) was added to 200 ml ethanol with stirring. When the gas evolution ceased, methyl 3-chlorobenzoate (10 g, 0.057 mole) and dimethyl succinate (9.0 g, 0.615 mole) were added rapidly and the mixture was stirred for 5 minutes at room temperature. The mixture was slowly concentrated on a rotary evaporator to yield a greenish paste which was slurried in 100 ml ether and an additional 2 ml of dimethyl succinate was added. The reaction was evaporated to a paste, quenched with water... The reactants are N[C@@H](C(=O)N1CCN(CC1)C1=NC=NC2=CC=CC=C12)CC1=CC=CC=C1 ((2R)-2-Amino-3-phenyl-1-(4-quinazolin-4-yl-piperazin-1-yl)-propan-1-one), C(=O)(OC(C)(C)C)NCC(=O)O (Boc-glycine). Product: NCC(=O)N[C@@H](C(=O)N1CCN(CC1)C1=NC=NC2=CC=CC=C12)CC1=CC=CC=C1 ((2R)-2-(2-Aminoacetamido)-3-phenyl-1-(4-quinazolin-4-yl-piperazin-1-yl)-propan-1-one). RXN SMILES: [NH2:1][C@H:2]([CH2:21][C:22]1[CH:27]=[CH:26][CH:25]=[CH:24][CH:23]=1)[C:3]([N:5]1[CH2:10][CH2:9][N:8]([C:11]2[C:20]3[C:15](=[CH:16][CH:17]=[CH:18][CH:19]=3)[N:14]=[CH:13][N:12]=2)[CH2:7][CH2:6]1)=[O:4].C([NH:35][CH2:36][C:37](O)=[O:38])(OC(C)(C)C)=O>>[NH2:35][CH2:36][C:37]([NH:1][C@H:2]([CH2:21][C:22]1[CH:27]=[CH:26][CH:25]=[CH:24][CH:23]=1)[C:3]([N:5]1[CH2:10][CH2:9][N:8]([C:11]2[C:20]3[C:15](=[CH:16][CH:17]=[CH:18][CH:19]=3)[N:14]=[CH:13][N:12]=2)[CH2:7][CH2:6]1)=[O:4])=[O:38]. Procedure: (2R)-2-Amino-3-phenyl-1-(4-quinazolin-4-yl-piperazin-1-yl)-propan-1-one (free-base) was acylated with Boc-glycine and deprotected according to Step 2 of Example 1 to furnish (2R)-2-(2-Aminoacetamido)-3-phenyl-1-(4-quinazolin-4-yl-piperazin-1-yl)-propan-1-one. Rt 2.23. MS (ESI+) [M+H]+ 419. The reactants are C(C1=CC=CC=C1)(=O)N[C@H]([C@@H](O)C(=O)O)C1=CC=CC=C1 (N-benzoyl-(2R,3S)-3-phenyl-isoserine), ClC(C)OCC (1-chloroethyl ethyl-ether), tertiary amine. The product is C(C1=CC=CC=C1)(=O)N[C@H]([C@@H](O)C(=O)OC(C)OCC)C1=CC=CC=C1 ((2R,3S)-N-benzoyl-O-(1-ethoxyethyl)-3-phenyl-isoserine). Reaction SMILES: [C:1]([NH:9][C@@H:10]([C:16]1[CH:21]=[CH:20][CH:19]=[CH:18][CH:17]=1)[C@H:11]([C:13]([OH:15])=[O:14])[OH:12])(=[O:8])[C:2]1[CH:7]=[CH:6][CH:5]=[CH:4][CH:3]=1.Cl[CH:23]([O:25][CH2:26][CH3:27])[CH3:24]>>[C:1]([NH:9][C@@H:10]([C:16]1[CH:21]=[CH:20][CH:19]=[CH:18][CH:17]=1)[C@H:11]([C:13]([O:15][CH:23]([O:25][CH2:26][CH3:27])[CH3:24])=[O:14])[OH:12])(=[O:8])[C:2]1[CH:3]=[CH:4][CH:5]=[CH:6][CH:7]=1. Reported procedure: The N-benzoyl-(2R,3S)-3-phenyl-isoserine, as prepared in Example 34, is treated with 1-chloroethyl ethyl-ether in the presence of a tertiary amine to produce optically pure (2R,3S)-N-benzoyl-O-(1-ethoxyethyl)-3-phenyl-isoserine (2). 7-tri-ethylsilyl baccatin III (1), as synthesized according to Denis et at. (J. Amer. Chem. Soc. 110:5417, 1988), is added to 6 equiv of optically pure (2R,3S)-N-benzoyl-O-(1-ethoxyethyl)-3-phenyl-isoserine (2), 6 equiv of di-2-pyridyl carbonate (DPC), and 2 equiv of... The reactants are C1(=C(C(=C(C(=C1F)F)F)N)F)N.Cl.Cl (dihydrochloride), [N+](=O)([O-])C1=CC(=C(C=C1)NCCN(CCO)CCO)C (2-[[2-(4-nitro-2-methylphenylamino)ethyl]-(2-hydroxyethyl)amino]ethanol). The reagents and catalysts are [Zn].[Cl-].[NH4+].O.C(C)O (zinc ammonium chloride water ethanol). Yields the product Cl.Cl.NC1=CC(=C(C=C1)NCCN(CCO)CCO)C (2-[[2-(4-amino-2-methylphenylamino)ethyl]-(2-hydroxyethyl)amino]ethanol Dihydrochloride). RXN SMILES: [N+:1]([C:4]1[CH:9]=[CH:8][C:7]([NH:10][CH2:11][CH2:12][N:13]([CH2:17][CH2:18][OH:19])[CH2:14][CH2:15][OH:16])=[C:6]([CH3:20])[CH:5]=1)([O-])=O.C1(N)C(F)=C(F)C(F)=C(N)C=1F.[ClH:33].Cl>[Zn].[Cl-].[NH4+].O.C(O)C>[ClH:33].[ClH:33].[NH2:1][C:4]1[CH:9]=[CH:8][C:7]([NH:10][CH2:11][CH2:12][N:13]([CH2:17][CH2:18][OH:19])[CH2:14][CH2:15][OH:16])=[C:6]([CH3:20])[CH:5]=1 |f:1.2.3,4.5.6.7.8,9.10.11|. Procedure details: The 2-[[2-(4-nitro-2-methylphenylamino)ethyl]-(2-hydroxyethyl)amino]ethanol (17) obtained above was reduced with a boiling zinc/ammonium chloride/water/ethanol mixture. The corresponding amine was isolated in dihydrochloride form. Starting materials: N1(N=NN=C1)C1=CC=C(OCC2=NC=C(C=C2)C2CCN(CC2)C(=O)OC(C)(C)C)C=C1 (tert-butyl 4-[2-[4-(tetrazol-1-yl)phenoxymethyl]pyridin-5-yl]piperidine-1-carboxylate), C(CCCC)C=1C=NC(=NC1)Br (5-pentyl-2-bromopyrimidine). Yields the product C(CCCC)C=1C=NC(=NC1)N1CCC(CC1)C=1C=CC(=NC1)COC1=CC=C(C=C1)N1N=NN=C1 (5-Pentyl-2-[4-[2-[4-(tetrazol-1-yl)phenoxymethyl]pyridin-5-yl]piperidin-1-yl]pyrimidine), Example 48. The yield is 45.0%. As a reaction SMILES: [N:1]1([C:6]2[CH:32]=[CH:31][C:9]([O:10][CH2:11][C:12]3[CH:17]=[CH:16][C:15]([CH:18]4[CH2:23][CH2:22][N:21]([C:24](OC(C)(C)C)=O)[CH2:20][CH2:19]4)=[CH:14][N:13]=3)=[CH:8][CH:7]=2)[CH:5]=[N:4][N:3]=[N:2]1.[CH2:33]([C:38]1[CH:39]=[N:40]C(Br)=[N:42][CH:43]=1)[CH2:34][CH2:35][CH2:36][CH3:37]>>[CH2:33]([C:38]1[CH:39]=[N:40][C:24]([N:21]2[CH2:22][CH2:23][CH:18]([C:15]3[CH:16]=[CH:17][C:12]([CH2:11][O:10][C:9]4[CH:8]=[CH:7][C:6]([N:1]5[CH:5]=[N:4][N:3]=[N:2]5)=[CH:32][CH:31]=4)=[N:13][CH:14]=3)[CH2:19][CH2:20]2)=[N:42][CH:43]=1)[CH2:34][CH2:35][CH2:36][CH3:37]. Procedure: The title compound was prepared from tert-butyl 4-[2-[4-(tetrazol-1-yl)phenoxymethyl]pyridin-5-yl]piperidine-1-carboxylate (Example 17) (52 mg, 0.12 mmol) and 5-pentyl-2-bromopyrimidine (41 μL, 0.24 mmol) following a procedure analogous to that in Example 48 as a white crystal (26 mg, yield 45%). The reactants are BrC1=CC=C(C=C1)C(O)C1=CC=C(C=C1)Cl ((4-Bromo-phenyl)-(4-chloro-phenyl)-methanol), OCCN1C(C=2C(C1=O)=CC=CC2)=O (N-(2-hydroxyethyl)phthalimide), O.C1(=CC=C(C=C1)S(=O)(=O)O)C (para-toluenesulfonic acid monohydrate). Solvent: C1(=CC=CC=C1)C (toluene). Yields the product BrC1=CC=C(C=C1)C(OCCN1C(C2=CC=CC=C2C1=O)=O)C1=CC=C(C=C1)Cl (2-{2-[(4-Bromo-phenyl)-(4-chloro-phenyl)-methoxy]-ethyl}-isoindole-1,3-dione). Yield: 56.3%. As a reaction SMILES: [Br:1][C:2]1[CH:7]=[CH:6][C:5]([CH:8]([C:10]2[CH:15]=[CH:14][C:13]([Cl:16])=[CH:12][CH:11]=2)[OH:9])=[CH:4][CH:3]=1.O[CH2:18][CH2:19][N:20]1[C:24](=[O:25])[C:23]2=[CH:26][CH:27]=[CH:28][CH:29]=[C:22]2[C:21]1=[O:30].O.C1(C)C=CC(S(O)(=O)=O)=CC=1>C1(C)C=CC=CC=1>[Br:1][C:2]1[CH:7]=[CH:6][C:5]([CH:8]([C:10]2[CH:15]=[CH:14][C:13]([Cl:16])=[CH:12][CH:11]=2)[O:9][CH2:18][CH2:19][N:20]2[C:21](=[O:30])[C:22]3[C:23](=[CH:26][CH:27]=[CH:28][CH:29]=3)[C:24]2=[O:25])=[CH:4][CH:3]=1 |f:2.3|. Procedure details: A mixture of (4-Bromo-phenyl)-(4-chloro-phenyl)-methanol (2.3 g, 7.73 mmol), N-(2-hydroxyethyl)phthalimide (1.4 g, 7.36 mmol) and para-toluenesulfonic acid monohydrate (560 mg, 2.94 mmol) in toluene (50 ml) was heated to reflux under Dean-Stark conditions for 17 hours. Upon cooling, the solvent was removed and the residue was partitioned between ethyl acetate and water. The organic layer was then dried (MgSO4), filtered and concentrated. The crude product was purified by column chromatography (S...